From a dataset of the Open Reaction Database (ORD), a public repository of structured organic reaction records. describe an organic reaction: reactants, conditions, products, and yield The reactants are ClCC=1C(=NC=CC1)SC1CCC1 (3-Chloromethyl-2-cyclobutylsulfanyl-pyridine), COC(=O)C1C(C1)C1=CC(=C(C(=C1)F)O)F (2-(3,5-difluoro-4-hydroxy-phenyl)-cyclopropane carboxylic acid methyl ester). Product: C1(CCC1)SC1=NC=CC=C1COC1=C(C=C(C=C1F)C1C(C1)C(=O)O)F (2-[4-(2-cyclobutylsulfanyl-pyridin-3-ylmethoxy)-3,5-difluoro-phenyl]-cyclopropane carboxylic acid). Isolated yield 88.0%. RXN SMILES: Cl[CH2:2][C:3]1[C:4]([S:9][CH:10]2[CH2:13][CH2:12][CH2:11]2)=[N:5][CH:6]=[CH:7][CH:8]=1.C[O:15][C:16]([CH:18]1[CH2:20][CH:19]1[C:21]1[CH:26]=[C:25]([F:27])[C:24]([OH:28])=[C:23]([F:29])[CH:22]=1)=[O:17]>>[CH:10]1([S:9][C:4]2[C:3]([CH2:2][O:28][C:24]3[C:23]([F:29])=[CH:22][C:21]([CH:19]4[CH2:20][CH:18]4[C:16]([OH:17])=[O:15])=[CH:26][C:25]=3[F:27])=[CH:8][CH:7]=[CH:6][N:5]=2)[CH2:13][CH2:12][CH2:11]1. Reported procedure: 3-Chloromethyl-2-cyclobutylsulfanyl-pyridine (0.018 g, 0.08 mmol) obtained in Step C of Preparation Example 23 and 2-(3,5-difluoro-4-hydroxy-phenyl)-cyclopropane carboxylic acid methyl ester (more polar) (0.020 g, 0.08 mmol) obtained in Step C of Preparation Example 60 were used to react sequentially in the same manner as in Steps A and B of Example 1 to obtain the title compound (0.030 g, 88%). The reactants are OC(CC)=C1C(OC(OC1=O)(C)C)=O (5-(1-hydroxypropylidene)-2,2 dimethyl-1,3-dioxane-4,6-dione), CC(C)(C)O (tBuOH). Solvent: C1=CC=CC=C1 (benzene). Yields the product O=C(CC(=O)OC(C)(C)C)CC (tert-butyl 3-oxopentanoate). RXN SMILES: [OH:1][C:2](=[C:5]1[C:10](=[O:11])[O:9][C:8]([CH3:13])([CH3:12])OC1=O)[CH2:3][CH3:4].[CH3:15]C(O)(C)C>C1C=CC=CC=1>[O:1]=[C:2]([CH2:3][CH3:4])[CH2:5][C:10]([O:9][C:8]([CH3:12])([CH3:13])[CH3:15])=[O:11]. Procedure details: A solution of 5-(1-hydroxypropylidene)-2,2 dimethyl-1,3-dioxane-4,6-dione (18.2 g, 69.4 mmol), tBuOH (19.9 ml, 208 mmol) and benzene (400 ml) was heated at reflux for 6 hours. Concentration in vacuo gave a red liquid.